Dataset: the Open Reaction Database (ORD), a public repository of structured organic reaction records. Task: describe an organic reaction: reactants, conditions, products, and yield The reactants are P(=O)(OCCl)(OC(C)(C)C)OC(C)(C)C (chloromethyl di-tert-butyl phosphate), solution, [I-].[Na+] (sodium iodide), CC=1C=CC=CC1C=2C=C(N=CC2N(C)C(=O)C(C)(C)C=3C=C(C=C(C3)C(F)(F)F)C(F)(F)F)N4CCN(CC4)C (netupitant), Cl (HCl), O1CCOCC1 (dioxane). The solvent is CC(=O)C (Acetone). Reaction conditions: temperature 50 celsius. The product is Cl.[Cl-].FC(C=1C=C(C=C(C1)C(F)(F)F)C(C(=O)N(C)C=1C(=CC(=NC1)N1CC[N+](CC1)(COP(=O)(O)O)C)C1=C(C=CC=C1)C)(C)C)(F)F (4-(5-(2-(3,5-bis(trifluoromethyl)phenyl)-N,2-dimethylpropanamido)-4-(o-tolyl)pyridin-2-yl)-1-methyl-1-((phosphonooxy)methyl)piperazin-1-ium chloride hydrochloride). Reaction SMILES: [P:1]([O:11][C:12](C)(C)C)([O:6]C(C)(C)C)([O:3]C[Cl:5])=[O:2].[I-].[Na+].[CH3:18][C:19]1[CH:20]=[CH:21][CH:22]=[CH:23][C:24]=1[C:25]1[CH:26]=[C:27]([N:52]2[CH2:57][CH2:56][N:55]([CH3:58])[CH2:54][CH2:53]2)[N:28]=[CH:29][C:30]=1[N:31]([C:33]([C:35]([C:38]1[CH:39]=[C:40]([C:48]([F:51])([F:50])[F:49])[CH:41]=[C:42]([C:44]([F:47])([F:46])[F:45])[CH:43]=1)([CH3:37])[CH3:36])=[O:34])[CH3:32].[ClH:59].O1CCOCC1>CC(C)=O>[ClH:5].[Cl-:59].[F:47][C:44]([F:45])([F:46])[C:42]1[CH:43]=[C:38]([C:35]([CH3:36])([CH3:37])[C:33]([N:31]([C:30]2[C:25]([C:24]3[CH:23]=[CH:22][CH:21]=[CH:20][C:19]=3[CH3:18])=[CH:26][C:27]([N:52]3[CH2:53][CH2:54][N+:55]([CH3:58])([CH2:12][O:11][P:1]([OH:6])([OH:3])=[O:2])[CH2:56][CH2:57]3)=[N:28][CH:29]=2)[CH3:32])=[O:34])[CH:39]=[C:40]([C:48]([F:49])([F:51])[F:50])[CH:41]=1 |f:1.2,7.8.9|. Procedure: To the solution of chloromethyl di-tert-butyl phosphate in Acetone (22.1 g from a 10% solution, 85.58 mmole), 15.5 g (103.24 mmole) of sodium iodide and 33.0 g (57.00 mmole) of netupitant were added and the solution heated at 50° C. for at 6-16 h. The precipitated salts were filtered off, the acetone distilled under reduced pressure and the crude product dissolved in 43.0 g of methanol and 43.0 g 1,4-dioxane. 12.6 g of HCl 4M in dioxane (113.85 mmole) were added, and then methanol is distilled o... The reactants are CC1=CC=C(C=C1)S(=O)(=O)OC[C@H]1COC2=C(O1)C=C(C=C2Cl)S(=O)(=O)C ([(2R)-5-chloro-7-(methylsulfonyl)-2,3-dihydro-1,4-benzodioxin-2-yl]methyl 4-methylbenzenesulfonate), NCCO (2-aminoethanol). Run in C(C)#N (ACN). The product is ClC1=CC(=CC=2O[C@H](COC21)CNCCO)S(=O)(=O)C (2-({[(2S)-5-CHLORO-7-(METHYLSULFONYL)-2,3-DIHYDRO-1,4-BENZODIOXIN-2-YL]METHYL}AMINO)ETHANOL). As a reaction SMILES: CC1C=CC(S(O[CH2:12][C@@H:13]2[O:18][C:17]3[CH:19]=[C:20]([S:24]([CH3:27])(=[O:26])=[O:25])[CH:21]=[C:22]([Cl:23])[C:16]=3[O:15][CH2:14]2)(=O)=O)=CC=1.[NH2:28][CH2:29][CH2:30][OH:31]>C(#N)C>[Cl:23][C:22]1[C:16]2[O:15][CH2:14][C@H:13]([CH2:12][NH:28][CH2:29][CH2:30][OH:31])[O:18][C:17]=2[CH:19]=[C:20]([S:24]([CH3:27])(=[O:25])=[O:26])[CH:21]=1. Reported procedure: Preparation according to Example 57 using [(2R)-5-chloro-7-(methylsulfonyl)-2,3-dihydro-1,4-benzodioxin-2-yl]methyl 4-methylbenzenesulfonate (0.027 g, 0.062 mmol), 2-aminoethanol (0.5 ml), ACN (3 ml). 1H-NMR (400 MHz, MeOD): δ 7.57 (1H, d, J 2.3), δ 7.46 (1H, d, J 2.3), δ 4.59 (1H, dd, J 11.6, 2.4), δ 4.42 (1H, m), δ 4.21 (1H, dd, J 11.6, 7.4), δ 3.71 (2H, t, J 5.3), δ 3.14 (3H, s), δ 2.97 (2H, d, J 5.8), δ 2.82 (3H, m) ppm (J-values are in Hz and shifts relative to solvent-peak at δ 4.8 ppm). The reactants are CCCCCCCCCCCCCC(=O)OC(CCCCCCCCCCC)CC(=O)N1CCCC1CO, ClCCl, CCCCCCCCCCCCCC(=O)OC(CCCCCCCCCCC)CC(=O)OC1C(NC(=O)OCC(Cl)(Cl)Cl)C(Br)OC(COC(=O)OC(C)(C)C(Cl)(Cl)Cl)C1OP(=O)(Oc1ccccc1)Oc1ccccc1. The product is CCCCCCCCCCCCCC(=O)OC(CCCCCCCCCCC)CC(=O)OC1C(NC(=O)OCC(Cl)(Cl)Cl)C(OCC2CCCN2C(=O)CC(CCCCCCCCCCC)OC(=O)CCCCCCCCCCCCC)OC(COC(=O)OC(C)(C)C(Cl)(Cl)Cl)C1OP(=O)(Oc1ccccc1)Oc1ccccc1. RXN SMILES: [C:78]([CH2:79][CH2:80][CH2:81][CH2:82][CH2:83][CH2:84][CH2:85][CH2:86][CH2:87][CH2:88][CH2:89][CH2:90][CH3:91])(=[O:92])[O:93][CH:94]([CH2:95][C:96](=[O:97])[N:98]1[CH:99]([CH2:103][OH:104])[CH2:100][CH2:101][CH2:102]1)[CH2:105][CH2:106][CH2:107][CH2:108][CH2:109][CH2:110][CH2:111][CH2:112][CH2:113][CH2:114][CH3:115].[Cl:116][CH2:117][Cl:118].[c:1]1([O:7][P:8](=[O:9])([O:10][c:11]2[cH:12][cH:13][cH:14][cH:15][cH:16]2)[O:17][CH:18]2[CH:19]([O:46][C:47]([CH2:48][CH:49]([CH2:50][CH2:51][CH2:52][CH2:53][CH2:54][CH2:55][CH2:56][CH2:57][CH2:58][CH2:59][CH3:60])[O:61][C:62]([CH2:63][CH2:64][CH2:65][CH2:66][CH2:67][CH2:68][CH2:69][CH2:70][CH2:71][CH2:72][CH2:73][CH2:74][CH3:75])=[O:76])=[O:77])[CH:20]([NH:37][C:38](=[O:39])[O:40][CH2:41][C:42]([Cl:43])([Cl:44])[Cl:45])[CH:21]([Br:36])[O:22][CH:23]2[CH2:24][O:25][C:26](=[O:27])[O:28][C:29]([C:30]([Cl:31])([Cl:32])[Cl:33])([CH3:34])[CH3:35])[cH:2][cH:3][cH:4][cH:5][cH:6]1>>[c:1]1([O:7][P:8](=[O:9])([O:10][c:11]2[cH:12][cH:13][cH:14][cH:15][cH:16]2)[O:17][CH:18]2[CH:19]([O:46][C:47]([CH2:48][CH:49]([CH2:50][CH2:51][CH2:52][CH2:53][CH2:54][CH2:55][CH2:56][CH2:57][CH2:58][CH2:59][CH3:60])[O:61][C:62]([CH2:63][CH2:64][CH2:65][CH2:66][CH2:67][CH2:68][CH2:69][CH2:70][CH2:71][CH2:72][CH2:73][CH2:74][CH3:75])=[O:76])=[O:77])[CH:20]([NH:37][C:38](=[O:39])[O:40][CH2:41][C:42]([Cl:43])([Cl:44])[Cl:45])[CH:21]([O:104][CH2:103][CH:99]3[N:98]([C:96]([CH2:95][CH:94]([O:93][C:78]([CH2:79][CH2:80][CH2:81][CH2:82][CH2:83][CH2:84][CH2:85][CH2:86][CH2:87][CH2:88][CH2:89][CH2:90][CH3:91])=[O:92])[CH2:105][CH2:106][CH2:107][CH2:108][CH2:109][CH2:110][CH2:111][CH2:112][CH2:113][CH2:114][CH3:115])=[O:97])[CH2:102][CH2:101][CH2:100]3)[O:22][CH:23]2[CH2:24][O:25][C:26](=[O:27])[O:28][C:29]([C:30]([Cl:31])([Cl:32])[Cl:33])([CH3:34])[CH3:35])[cH:2][cH:3][cH:4][cH:5][cH:6]1. Reported procedure: The same procedures as Example 1 were carried out except that 150 parts of ethyl p-aminobenzoate were replaced by 150 parts of ethyl m-aminobenzoate. The 2H-1-benzopyran-2-on compound thus obtained was 228 parts. The product is O1C(C=CC2=C1C=CC=C2)=O (2H-1-benzopyran-2-on). As a reaction SMILES: N[C:2]1[CH:12]=[CH:11][C:5]([C:6](OCC)=O)=[CH:4][CH:3]=1.NC1C=[C:16](C=CC=1)[C:17]([O:19]CC)=[O:18]>>[O:19]1[C:11]2[CH:12]=[CH:2][CH:3]=[CH:4][C:5]=2[CH:6]=[CH:16][C:17]1=[O:18]. The reactants are NC1=CC=C(C(=O)OCC)C=C1 (ethyl p-aminobenzoate), NC=1C=C(C(=O)OCC)C=CC1 (ethyl m-aminobenzoate). Starting materials: ClC=1NC=2C=CC=C3CCCC(N1)C23 (2-chloro-3a,4,5,6-tetrahydroperimidine), liquid, N (ammonia). Run in C(C)O (ethanol). The product is NC=1NC=2C=CC=C3CCCC(N1)C23 (2-amino-3a,4,5,6-tetrahydroperimidine). RXN SMILES: Cl[C:2]1[NH:3][C:4]2[CH:5]=[CH:6][CH:7]=[C:8]3[C:14]=2[CH:12]([N:13]=1)[CH2:11][CH2:10][CH2:9]3.[NH3:15]>C(O)C>[NH2:15][C:2]1[NH:3][C:4]2[CH:5]=[CH:6][CH:7]=[C:8]3[C:14]=2[CH:12]([N:13]=1)[CH2:11][CH2:10][CH2:9]3. Procedure: 62 g (0.3 mol) of 2-chloro-3a,4,5,6-tetrahydroperimidine in 400 ml of ethanol and 150 ml of liquid ammonia are heated to 150° in an autoclave for 6 hours. The pressure thereby increases to a maximum of 30 bars. After cooling, the reaction mixture is evaporated to dryness. The residue is dissolved in water, the solution is filtered through active charcoal and the 2-amino-3a,4,5,6-tetrahydroperimidine formed is precipitated by adding aqueous ammonia. After filtering off and drying the product, 40 ... Starting materials: C(C)OC(=O)C1(CC2=CC=CC=C2C1)NC(C1=C(C(=CC=C1)C)C=CC1CC1)=O (2-[2-(-2-Cyclopropyl-vinyl)-3-methyl-benzoylamino]-indan-2-carboxylic acid ethyl ester), [OH-].[K+] (KOH), O (water). Solvent: CCO (EtOH). Run at time 8 hour. The product is C1(CC1)C=CC1=C(C(=O)NC2(CC3=CC=CC=C3C2)C(=O)O)C=CC=C1C (2-[2-(-2-Cyclopropyl-vinyl)-3-methyl-benzoylamino]-indan-2-carboxylic acid). Yield: 103.3%. As a reaction SMILES: C([O:3][C:4]([C:6]1([NH:15][C:16](=[O:29])[C:17]2[CH:22]=[CH:21][CH:20]=[C:19]([CH3:23])[C:18]=2[CH:24]=[CH:25][CH:26]2[CH2:28][CH2:27]2)[CH2:14][C:13]2[C:8](=[CH:9][CH:10]=[CH:11][CH:12]=2)[CH2:7]1)=[O:5])C.[OH-].[K+].O>CCO>[CH:26]1([CH:25]=[CH:24][C:18]2[C:19]([CH3:23])=[CH:20][CH:21]=[CH:22][C:17]=2[C:16]([NH:15][C:6]2([C:4]([OH:5])=[O:3])[CH2:14][C:13]3[C:8](=[CH:9][CH:10]=[CH:11][CH:12]=3)[CH2:7]2)=[O:29])[CH2:27][CH2:28]1 |f:1.2|. Procedure details: The mixture 2-[2-(-2-cyclopropyl-vinyl)-3-methyl-benzoylamino]-indan-2-carboxylic acid ethyl ester (137) (220 mg, 0.56 mmol) and KOH (600 mg, 10.7 mmol) is dissolved in EtOH (8 mL) and water (0.5 mL) under a water bath. The water bath is removed when KOH is completely dissolved and the resulting reaction solution is stirred at RT for 8 h. After concentration in vacuo, the residue is dissolved in water (20 mL) and acidified with conc. HCl until no more precipitate came out of the water. The preci... The reactants are C(C)C=1C=C2C=C(C(OC2=CC1O)C(F)(F)F)C(=O)O (6-ethyl-7-hydroxy-2-(trifluoromethyl)-2H-chromene-3-carboxylic acid), C([O-])([O-])=O.[Cs+].[Cs+] (cesium carbonate), C(C)(=O)OCC (ethyl acetate), C(C)Br (ethyl bromide). Run in CN(C=O)C (dimethylformamide). Reaction conditions: time 8 hour. Product: C(C)C=1C=C2C=C(C(OC2=CC1O)C(F)(F)F)C(=O)OCC (Ethyl 6-ethyl-7-hydroxy-2-(trifluoromethyl)-2H-chromene-3-carboxylate). The yield is 63.8%. As a reaction SMILES: [CH2:1]([C:3]1[CH:4]=[C:5]2[C:10](=[CH:11][C:12]=1[OH:13])[O:9][CH:8]([C:14]([F:17])([F:16])[F:15])[C:7]([C:18]([OH:20])=[O:19])=[CH:6]2)[CH3:2].C(=O)([O-])[O-].[Cs+].[Cs+].[CH2:27](Br)[CH3:28].C(OCC)(=O)C>CN(C)C=O>[CH2:1]([C:3]1[CH:4]=[C:5]2[C:10](=[CH:11][C:12]=1[OH:13])[O:9][CH:8]([C:14]([F:15])([F:16])[F:17])[C:7]([C:18]([O:20][CH2:27][CH3:28])=[O:19])=[CH:6]2)[CH3:2] |f:1.2.3|. Reported procedure: To a solution of 0.3 g (1.04 mmol) of 6-ethyl-7-hydroxy-2-(trifluoromethyl)-2H-chromene-3-carboxylic acid in 5 mL of anhydrous dimethylformamide was added 255 mg (0.78 mmol) of cesium carbonate in one portion, followed by addition of 103 uL (1.7 mmol) of ethyl bromide. The reaction was stirred at room temperature overnight. The reaction was added to 100 mL of ethyl acetate. The organic phase was washed with brine three times, and dried over anhydrous magnesium sulfate. After removing the volatil... Reactants: C(C1=CC=CC=C1)OC=1C=CC(=NC1)NC(C(CC1CCCC1)C1=CC(=C(C=C1)Cl)Cl)=O (N-(5-benzyloxy-pyridin-2-yl)-3-cyclopentyl-2-(3,4-dichloro-phenyl)-propionamide). Reagents/catalysts: [Pd] (palladium on activated carbon). Solvent: CO (methanol). Run at temperature 25 celsius, time 16 hour. Product: C1(CCCC1)CC(C(=O)NC1=NC=C(C=C1)O)C1=CC(=C(C=C1)Cl)Cl (3-cyclopentyl-2-(3,4-dichloro-phenyl)-N-(5-hydroxy-pyridin-2-yl)-propionamide). Yield: 81.0%. RXN SMILES: C([O:8][C:9]1[CH:10]=[CH:11][C:12]([NH:15][C:16](=[O:32])[CH:17]([C:24]2[CH:29]=[CH:28][C:27]([Cl:30])=[C:26]([Cl:31])[CH:25]=2)[CH2:18][CH:19]2[CH2:23][CH2:22][CH2:21][CH2:20]2)=[N:13][CH:14]=1)C1C=CC=CC=1>CO.[Pd]>[CH:19]1([CH2:18][CH:17]([C:24]2[CH:29]=[CH:28][C:27]([Cl:30])=[C:26]([Cl:31])[CH:25]=2)[C:16]([NH:15][C:12]2[CH:11]=[CH:10][C:9]([OH:8])=[CH:14][N:13]=2)=[O:32])[CH2:23][CH2:22][CH2:21][CH2:20]1. Procedure: A solution of N-(5-benzyloxy-pyridin-2-yl)-3-cyclopentyl-2-(3,4-dichloro-phenyl)-propionamide (145.3 mg, 0.3 mmol) in methanol (5.1 mL) was treated with 10% palladium on activated carbon. The reaction mixture was stirred under hydrogen gas at 25° C. for 16 h. The catalyst was then filtered off through a pad of celite, which was washed well with ethyl acetate. The resulting filtrate was concentrated in vacuo to give 3-cyclopentyl-2-(3,4-dichloro-phenyl)-N-(5-hydroxy-pyridin-2-yl)-propionamide (92... Reactants: Cl (hydrochloric acid), C(C)OCC (diethyl ether), FC1=C(COC=2C=3N(C=CC2)C(=C(N3)C)C(=O)NC(CNC(OC(C)(C)C)=O)C3=CC(=C(C=C3)F)F)C(=CC=C1)F (rac-tert-Butyl {2-[({8-[(2,6-difluorobenzyl)oxy]-2-methylimidazo[1,2-a]pyridin-3-yl}carbonyl)-amino]-2-(3,4-difluorophenyl)ethyl}carbamate). Conditions: time 5.5 hour. Yields the product NCC(C1=CC(=C(C=C1)F)F)NC(=O)C1=C(N=C2N1C=CC=C2OCC2=C(C=CC=C2F)F)C (rac-N-[2-Amino-1-(3,4-difluorophenyl)ethyl]-8-[(2,6-difluorobenzyl)oxy]-2-methylimidazo[1,2-a]pyridine-3-carboxamide). As a reaction SMILES: Cl.C(OCC)C.[F:7][C:8]1[CH:46]=[CH:45][CH:44]=[C:43]([F:47])[C:9]=1[CH2:10][O:11][C:12]1[C:13]2[N:14]([C:18]([C:22]([NH:24][CH:25]([C:35]3[CH:40]=[CH:39][C:38]([F:41])=[C:37]([F:42])[CH:36]=3)[CH2:26][NH:27]C(=O)OC(C)(C)C)=[O:23])=[C:19]([CH3:21])[N:20]=2)[CH:15]=[CH:16][CH:17]=1>>[NH2:27][CH2:26][CH:25]([NH:24][C:22]([C:18]1[N:14]2[CH:15]=[CH:16][CH:17]=[C:12]([O:11][CH2:10][C:9]3[C:43]([F:47])=[CH:44][CH:45]=[CH:46][C:8]=3[F:7])[C:13]2=[N:20][C:19]=1[CH3:21])=[O:23])[C:35]1[CH:40]=[CH:39][C:38]([F:41])=[C:37]([F:42])[CH:36]=1. Reported procedure: 3.1 ml of 2 M hydrochloric acid in diethyl ether (6.2 mmol) were added to 355 mg of rac-tert-butyl {2-[({8-[(2,6-difluorobenzyl)oxy]-2-methylimidazo[1,2-a]pyridin-3-yl}carbonyl)amino]-2-(3,4-difluorophenyl)ethyl}carbamate (Example 77A, 0.62 mmol), and the mixture was stirred at RT for 5.5 h. The resulting precipitate was filtered off, washed with diethyl ether, suspended in dichloromethane and washed with saturated aqueous sodium bicarbonate solution. The organic phase was dried over sodium sulp... Starting materials: BrC=1C(NC=CC1)=O (3-bromopyridin-2(1H)-one), O (water), CC(C)([O-])C.[K+] (potassium tert-butoxide), FC1=C(C=C(C(=C1)C)[N+](=O)[O-])C (1-fluoro-2,5-dimethyl-4-nitrobenzene). The solvent is CN(C)C=O (DMF). Reaction conditions: temperature 0 celsius, time 30 minute. Yields the product BrC=1C(N(C=CC1)C1=C(C=C(C=C1C)[N+](=O)[O-])C)=O (3-Bromo-1-(2,6-dimethyl-4-nitrophenyl)pyridin-2(1H)-one). Reaction SMILES: [Br:1][C:2]1[C:3](=[O:8])[NH:4][CH:5]=[CH:6][CH:7]=1.[CH3:9][C:10]([CH3:13])([O-])[CH3:11].[K+].F[C:16]1C=C(C)[C:19]([N+:23]([O-:25])=[O:24])=[CH:18][C:17]=1C.O>CN(C=O)C>[Br:1][C:2]1[C:3](=[O:8])[N:4]([C:9]2[C:17]([CH3:16])=[CH:18][C:19]([N+:23]([O-:25])=[O:24])=[CH:11][C:10]=2[CH3:13])[CH:5]=[CH:6][CH:7]=1 |f:1.2|. Procedure: 2.81 g (16.1 mmol) of 3-bromopyridin-2(1H)-one (O, S. Tee, M. Pavent, J. Am. Chem. Soc. 1982, 104, 4142-4146.) are dissolved in 100 ml of DMF. The mixture is cooled to 0° C., and 2.71 g (24.2 mmol) of potassium tert-butoxide are added. The ice bath is removed, and the mixture is stirred at room temperature for 30 min. 3.00 g (17.7 mmol) of 1-fluoro-2,5-dimethyl-4-nitrobenzene are added, and the mixture is stirred at 80° C. for 18 h, at 100° C. for 36 h and at 120° C. for 18 h. The mixture is the...